This data is from the Open Reaction Database (ORD), a public repository of structured organic reaction records. The task is: describe an organic reaction: reactants, conditions, products, and yield The reactants are CCC(CC)c1ncc[nH]1, CC#N, CCN(C(C)C)C(C)C, CCOC(=O)c1ccc(F)c([N+](=O)[O-])c1. Product: CCOC(=O)c1ccc(-n2ccnc2C(CC)CC)c([N+](=O)[O-])c1. As a reaction SMILES: [CH2:16]([CH3:17])[CH:18]([CH2:19][CH3:20])[c:21]1[nH:22][cH:23][cH:24][n:25]1.[CH3:35][C:36]#[N:37].[CH:26]([N:27]([CH2:28][CH3:29])[CH:30]([CH3:31])[CH3:32])([CH3:33])[CH3:34].[F:1][c:2]1[c:3]([N+:13](=[O:14])[O-:15])[cH:4][c:5]([C:6](=[O:7])[O:8][CH2:9][CH3:10])[cH:11][cH:12]1>>[c:2]1(-[n:22]2[c:21]([CH:18]([CH2:16][CH3:17])[CH2:19][CH3:20])[n:25][cH:24][cH:23]2)[c:3]([N+:13](=[O:14])[O-:15])[cH:4][c:5]([C:6](=[O:7])[O:8][CH2:9][CH3:10])[cH:11][cH:12]1. Product: CCNc1nc(N)c2ncn(Cc3ccccc3)c2n1. Starting materials: CCN, Nc1nc(Cl)nc2c1ncn2Cc1ccccc1, [Na+], [OH-]. Reaction SMILES: [CH3:21][CH2:22][NH2:23].[NH2:1][c:2]1[c:3]2[n:4][cH:5][n:6]([CH2:12][c:13]3[cH:14][cH:15][cH:16][cH:17][cH:18]3)[c:7]2[n:8][c:9]([Cl:11])[n:10]1.[Na+:20].[OH-:19]>>[NH2:1][c:2]1[c:3]2[n:4][cH:5][n:6]([CH2:12][c:13]3[cH:14][cH:15][cH:16][cH:17][cH:18]3)[c:7]2[n:8][c:9]([NH:23][CH2:22][CH3:21])[n:10]1. Reactants: FC(C=1C=C(C=C(C1)C(F)(F)F)C(=O)N1C[C@H]([C@H](CC1)C1=CC(=CC=C1)Br)C1=CC=CC=C1)(F)F (rac-cis-(3,5-bis-trifluoromethyl-phenyl)-[4-(3-bromo-phenyl)-3-phenyl-piperidin-1-yl]-methanone), C(C)NCC (diethylamine). Yields the product FC(C=1C=C(C=C(C1)C(F)(F)F)C(=O)N1C[C@H]([C@H](CC1)C1=CC(=CC=C1)N(CC)CC)C1=CC=CC=C1)(F)F (Rac-cis-(3,5-Bis-trifluoromethyl-phenyl)-[4-(3-diethylamino-phenyl)-3-phenyl-piperidin-1-yl]-methanone). Reaction SMILES: [F:1][C:2]([F:35])([F:34])[C:3]1[CH:4]=[C:5]([C:13]([N:15]2[CH2:20][CH2:19][C@H:18]([C:21]3[CH:26]=[CH:25][CH:24]=[C:23](Br)[CH:22]=3)[C@H:17]([C:28]3[CH:33]=[CH:32][CH:31]=[CH:30][CH:29]=3)[CH2:16]2)=[O:14])[CH:6]=[C:7]([C:9]([F:12])([F:11])[F:10])[CH:8]=1.[CH2:36]([NH:38][CH2:39][CH3:40])[CH3:37]>>[F:1][C:2]([F:35])([F:34])[C:3]1[CH:4]=[C:5]([C:13]([N:15]2[CH2:20][CH2:19][C@H:18]([C:21]3[CH:26]=[CH:25][CH:24]=[C:23]([N:38]([CH2:39][CH3:40])[CH2:36][CH3:37])[CH:22]=3)[C@H:17]([C:28]3[CH:33]=[CH:32][CH:31]=[CH:30][CH:29]=3)[CH2:16]2)=[O:14])[CH:6]=[C:7]([C:9]([F:12])([F:11])[F:10])[CH:8]=1. Reported procedure: The title compound, MS: m/e=549.2 (M+), was prepared in accordance with the general method of example 10 from rac-cis-(3,5-bis-trifluoromethyl-phenyl)-[4-(3-bromo-phenyl)-3-phenyl-piperidin-1-yl]-methanone and diethylamine. The reactants are C(C1=CC=CC=C1)ON (O-benzylhydroxylamine), Cl.C(C)N=C=NCCCN(C)C (1-ethyl-3-(3-dimethylaminopropyl)carbodiimide hydrochloride), C(C1=CC=CC=C1)OC(=O)N[C@H](C)C(=O)N(NC([C@H](CC(C)C)C(CCCC1=CC=CC=C1)C(=O)O)=O)CC(C)C (2′-(N-benzyloxycarbonyl-D-alanyl)-2(R)-[1(RS)-(carboxy)-4-phenylbutyl]-2′-isobutyl-4-methylvalerohydrazide). Solvent: O (water), CN(C=O)C (dimethylformamide). Yields the product C(C1=CC=CC=C1)OC(=O)N[C@H](C)C(=O)N(NC([C@H](CC(C)C)C(CCCC1=CC=CC=C1)C(NOCC1=CC=CC=C1)=O)=O)CC(C)C (2′-(N-benzyloxycarbonyl-D-alanyl)-2(R)-[1(RS)-[(benzyloxy)carbamoyl)-4-phenylbutyl]-2′-isobutyl-4-methylvalerohydrazide). The yield is 60.2%. RXN SMILES: [CH2:1]([O:8][C:9]([NH:11][C@@H:12]([C:14]([N:16]([CH2:38][CH:39]([CH3:41])[CH3:40])[NH:17][C:18](=[O:37])[C@@H:19]([CH:24]([C:34](O)=[O:35])[CH2:25][CH2:26][CH2:27][C:28]1[CH:33]=[CH:32][CH:31]=[CH:30][CH:29]=1)[CH2:20][CH:21]([CH3:23])[CH3:22])=[O:15])[CH3:13])=[O:10])[C:2]1[CH:7]=[CH:6][CH:5]=[CH:4][CH:3]=1.[CH2:42]([O:49][NH2:50])[C:43]1[CH:48]=[CH:47][CH:46]=[CH:45][CH:44]=1.Cl.C(N=C=NCCCN(C)C)C>CN(C)C=O.O>[CH2:1]([O:8][C:9]([NH:11][C@@H:12]([C:14]([N:16]([CH2:38][CH:39]([CH3:41])[CH3:40])[NH:17][C:18](=[O:37])[C@@H:19]([CH:24]([C:34](=[O:35])[NH:50][O:49][CH2:42][C:43]1[CH:48]=[CH:47][CH:46]=[CH:45][CH:44]=1)[CH2:25][CH2:26][CH2:27][C:28]1[CH:29]=[CH:30][CH:31]=[CH:32][CH:33]=1)[CH2:20][CH:21]([CH3:22])[CH3:23])=[O:15])[CH3:13])=[O:10])[C:2]1[CH:7]=[CH:6][CH:5]=[CH:4][CH:3]=1 |f:2.3|. Procedure details: A solution of 1.15 g of 2′-(N-benzyloxycarbonyl-D-alanyl)-2(R)-[1(RS)-(carboxy)-4-phenylbutyl]-2′-isobutyl-4-methylvalerohydrazide in 5 ml of dimethylformamide was cooled to 0° C. under a nitrogen atmosphere. The mixture was then treated with 1.25 g of O-benzylhydroxylamine and 0.467 g of 1-ethyl-3-(3-dimethylaminopropyl)carbodiimide hydrochloride and left to warm to room temperature overnight. The mixture was diluted with water and extracted twice with ethyl acetate. The ethyl acetate layer was... The reactants are BrC=1C=C(C=CC1Cl)N (3-bromo-4-chlorobenzenamine), C1CC(=O)N(C1=O)I (NIS). Run in CC(=O)O (CH3COOH). Run at time 16 hour. The product is BrC=1C(=CC(=C(C1)N)I)Cl (5-Bromo-4-chloro-2-iodobenzenamine). Isolated yield 15.5%. RXN SMILES: [Br:1][C:2]1[CH:3]=[C:4]([NH2:9])[CH:5]=[CH:6][C:7]=1[Cl:8].C1C(=O)N([I:17])C(=O)C1>CC(O)=O>[Br:1][C:2]1[C:7]([Cl:8])=[CH:6][C:5]([I:17])=[C:4]([NH2:9])[CH:3]=1. Procedure details: To a solution of 3-bromo-4-chlorobenzenamine (10.0 g, 48.5 mmol) in CH3COOH (50 mL), NIS (10.9 g, 48.5 mmol) was added in portions and the resulting mixture was stirred at room temperature for 16 h. The mixture was concentrated in vacuo. The residue was dissolved in ethyl acetate, washed with saturated NaHCO3 solution and brine, dried over Na2SO4 and concentrated in vacuo. The residue was purified by flash column chromatography on silica gel (petroleum ether/ethyl acetate=50:1) to afford the des...